Dataset: the Open Reaction Database (ORD), a public repository of structured organic reaction records. Task: describe an organic reaction: reactants, conditions, products, and yield Starting materials: CCN(Cc1ccccc1F)C(=O)Cc1ccc(OCc2ccccc2C(=O)OC)cc1, CCO, [K+], [OH-]. Product: CCN(Cc1ccccc1F)C(=O)Cc1ccc(OCc2ccccc2C(=O)O)cc1. Reaction SMILES: [CH2:1]([CH3:2])[N:3]([C:4]([CH2:5][c:6]1[cH:7][cH:8][c:9]([O:10][CH2:11][c:12]2[c:13]([C:14](=[O:15])[O:16][CH3:17])[cH:18][cH:19][cH:20][cH:21]2)[cH:22][cH:23]1)=[O:24])[CH2:25][c:26]1[c:27]([F:32])[cH:28][cH:29][cH:30][cH:31]1.[CH3:35][CH2:36][OH:37].[K+:34].[OH-:33]>>[CH2:1]([CH3:2])[N:3]([C:4]([CH2:5][c:6]1[cH:7][cH:8][c:9]([O:10][CH2:11][c:12]2[c:13]([C:14](=[O:15])[OH:16])[cH:18][cH:19][cH:20][cH:21]2)[cH:22][cH:23]1)=[O:24])[CH2:25][c:26]1[c:27]([F:32])[cH:28][cH:29][cH:30][cH:31]1. Reactants: CC(C)(C)N(C(=O)[O-])C1(c2ccc(Br)cc2)CC1, C1CCOC1, CO, Cl. Yields the product NC1(c2ccc(Br)cc2)CC1. As a reaction SMILES: [C:1]([N:5]([C:2](=[O:3])[O-:4])[C:9]1([c:12]2[cH:13][cH:14][c:15]([Br:18])[cH:16][cH:17]2)[CH2:10][CH2:11]1)([CH3:6])([CH3:7])[CH3:8].[CH2:22]1[O:23][CH2:24][CH2:25][CH2:26]1.[CH3:20][OH:21].[ClH:19]>>[NH2:5][C:9]1([c:12]2[cH:13][cH:14][c:15]([Br:18])[cH:16][cH:17]2)[CH2:10][CH2:11]1.